Dataset: the Open Reaction Database (ORD), a public repository of structured organic reaction records. Task: describe an organic reaction: reactants, conditions, products, and yield Starting materials: C(=O)C1=CC=C(C=CC(=O)O)C=C1 (4-formylcinnamic acid), CN1CCN(CC1)CC1=C(C=CC=C1)C(C)=O (1-[2-(4-methyl-piperazin-1-ylmethyl)-phenyl]-ethanone), [OH-].[K+] (KOH), Cl (HCl). Run in CCO (EtOH), O (H2O). Run at time 8 hour. Yields the product Cl.Cl.CN1CCN(CC1)CC1=C(C=CC=C1)C(/C=C/C1=CC=C(C=C1)/C=C/C(=O)O)=O ((E)-3-(4-{(E)-3-[2-(4-methyl-piperazin-1-ylmethyl)-phenyl]-3-oxo-propenyl}-phenyl)-acrylic acid bis-hydrochloride). Reaction SMILES: [CH:1]([C:3]1[CH:13]=[CH:12][C:6]([CH:7]=[CH:8][C:9]([OH:11])=[O:10])=[CH:5][CH:4]=1)=O.[CH3:14][N:15]1[CH2:20][CH2:19][N:18]([CH2:21][C:22]2[CH:27]=[CH:26][CH:25]=[CH:24][C:23]=2[C:28](=[O:30])[CH3:29])[CH2:17][CH2:16]1.[OH-].[K+].[ClH:33]>CCO.O>[ClH:33].[ClH:33].[CH3:14][N:15]1[CH2:20][CH2:19][N:18]([CH2:21][C:22]2[CH:27]=[CH:26][CH:25]=[CH:24][C:23]=2[C:28](=[O:30])/[CH:29]=[CH:1]/[C:3]2[CH:13]=[CH:12][C:6](/[CH:7]=[CH:8]/[C:9]([OH:11])=[O:10])=[CH:5][CH:4]=2)[CH2:17][CH2:16]1 |f:2.3,7.8.9|. Procedure: A mixture of 4-formylcinnamic acid (189 mg, 1.077 mmol), 1-[2-(4-methyl-piperazin-1-ylmethyl)-phenyl]-ethanone (obtained as described in Preparation 11, 250 mg, 1.077 mmol) and 1.7 M KOH (1.26 ml) in EtOH (5 ml) and H2O (5 ml) was stirred at room temperature overnight and then acidified with 10% HCl. The resulting precipitate was filtered to give 350 mg of (E)-3-(4-{(E)-3-[2-(4-methyl-piperazin-1-ylmethyl)-phenyl]-3-oxo-propenyl}-phenyl)-acrylic acid bis-hydrochloride. Starting materials: S(N)(=O)(=O)Cl (Sulfamoyl chloride), C(CCCCO)O (1,5-pentanediol), S(N)(=O)(=O)OCCOS(N)(=O)=O (1,2-bis-O-sulfamyl-1,2-ethanediol), oil, [H-].[Na+] (sodium hydride), C(CO)O (ethylene glycol). Solvent: COCCOC (1,2-dimethoxyethane), COCCOC (1,2-dimethoxyethane). Conditions: time 2 hour. The product is S(N)(=O)(=O)OCCCCCOS(N)(=O)=O (1,5-bis-O-sulfamyl-1,5-pentanediol). RXN SMILES: [H-].[Na+].C(O)CO.[S:7](Cl)(=[O:10])(=[O:9])[NH2:8].S(O[CH2:17][CH2:18][O:19][S:20](=[O:23])(=[O:22])[NH2:21])(=O)(=O)N.[CH2:24]([OH:30])[CH2:25][CH2:26]CCO>COCCOC>[S:7]([O:30][CH2:24][CH2:25][CH2:26][CH2:17][CH2:18][O:19][S:20](=[O:22])(=[O:23])[NH2:21])(=[O:10])(=[O:9])[NH2:8] |f:0.1|. Procedure details: A 57% oil dispersion of sodium hydride (8.45 g.; 0.20 mol.) is added to a solution of ethylene glycol (3.1 g.; 0.05 mol.) in 1,2-dimethoxyethane (100 ml.). The resulting suspension is stirred at room temperature for 2 hours and then cooled to +4° C. Sulfamoyl chloride (20.79 g.; 0.18 mol.) is dissolved in 1,2-dimethoxyethane (400 ml.) and added dropwise to the solution with stirring. The reaction mixture is stirred at +4° C for an additional 24 hours. A precipitate forms which is filtered off an...